The task is: describe an organic reaction: reactants, conditions, products, and yield. This data is from the Open Reaction Database (ORD), a public repository of structured organic reaction records. RXN SMILES: [BH4-:21].[C:1]([CH3:2])([CH3:3])([CH3:4])[S:5][c:6]1[c:7]([C:12](=[O:13])[OH:14])[n:8][cH:9][cH:10][cH:11]1.[CH3:31][CH2:32][O:33][C:34](=[O:35])[CH3:36].[CH3:37][OH:38].[Cl:15][C:16]([O:17][CH2:18][CH3:19])=[O:20].[Li+:22].[Na+:24].[O:25]1[CH2:26][CH2:27][CH2:28][CH2:29]1.[OH-:23].[OH2:30]>>[C:1]([CH3:2])([CH3:3])([CH3:4])[S:5][c:6]1[c:7]([CH2:12][OH:13])[n:8][cH:9][cH:10][cH:11]1. Starting materials: [BH4-], CC(C)(C)Sc1cccnc1C(=O)O, CCOC(C)=O, CO, CCOC(=O)Cl, [Li+], [Na+], C1CCOC1, [OH-], O. Yields the product CC(C)(C)Sc1cccnc1CO.